This data is from the Open Reaction Database (ORD), a public repository of structured organic reaction records. The task is: describe an organic reaction: reactants, conditions, products, and yield The reactants are NC1=C(C=CC=C1)S (2-aminothiophenol), C(C)(=O)[O-].[Na+] (sodium acetate), BrC(C(=O)OC)C1=CC=C(C=C1)F (methyl α-bromo-4-fluorophenylacetate). Run in C(C)O (ethanol). Conditions: time 8 hour. Product: FC1=CC=C(C=C1)C1SC2=C(NC1=O)C=CC=C2 (2-(4-fluorophenyl)-3-oxo-3,4-dihydro-2H-1,4-benzothiazine). Yield: 87.6%. Reaction SMILES: [NH2:1][C:2]1[CH:7]=[CH:6][CH:5]=[CH:4][C:3]=1[SH:8].C([O-])(=O)C.[Na+].Br[CH:15]([C:20]1[CH:25]=[CH:24][C:23]([F:26])=[CH:22][CH:21]=1)[C:16](OC)=[O:17]>C(O)C>[F:26][C:23]1[CH:24]=[CH:25][C:20]([CH:15]2[C:16](=[O:17])[NH:1][C:2]3[CH:7]=[CH:6][CH:5]=[CH:4][C:3]=3[S:8]2)=[CH:21][CH:22]=1 |f:1.2|. Procedure: To a suspension of 2-aminothiophenol (12.6 g) and sodium acetate (23.6 g) in ethanol (150 ml) is added methyl α-bromo-4-fluorophenylacetate (23.6 g), and the mixture is stirred at room temperature overnight. After the solvent is distilled off, water is added to the residue. The resulting precipitate is separated by filtration, washed, dried, and then recrystallized from tetrahydrofuran-n-hexane to give 2-(4-fluorophenyl)-3-oxo-3,4-dihydro-2H-1,4-benzothiazine (21.7 g) as crystals. M.p. 216°-219°... The reactants are O=C([O-])C(O)C(O)C(=O)[O-], CC(C)C[Al+]CC(C)C, CCOC(C)=O, [H-], [K+], [Na+], O=C(O)c1cccc2[nH]ccc12. Product: OCc1cccc2[nH]ccc12. Reaction SMILES: [C:23]([CH:24]([CH:25]([C:26]([O-:27])=[O:28])[OH:29])[OH:30])([O-:31])=[O:32].[CH2:2]([Al+:3][CH2:4][CH:5]([CH3:6])[CH3:7])[CH:8]([CH3:9])[CH3:10].[CH3:35][CH2:36][O:37][C:38](=[O:39])[CH3:40].[H-:1].[K+:34].[Na+:33].[nH:11]1[cH:12][cH:13][c:14]2[c:15]([C:20](=[O:21])[OH:22])[cH:16][cH:17][cH:18][c:19]12>>[nH:11]1[cH:12][cH:13][c:14]2[c:15]([CH2:20][OH:21])[cH:16][cH:17][cH:18][c:19]12. Reactants: CC(C)(C)c1ccc(Br)cc1, CCCCB(O)O, Cc1ccccc1, [K+], [K+], [K+], O=P([O-])([O-])[O-]. The product is CCCCc1ccc(C(C)(C)C)cc1. As a reaction SMILES: [C:1]([CH3:2])([CH3:3])([CH3:4])[c:5]1[cH:6][cH:7][c:8]([Br:11])[cH:9][cH:10]1.[CH2:20]([CH2:21][CH2:22][CH3:23])[B:24]([OH:25])[OH:26].[CH3:27][c:28]1[cH:29][cH:30][cH:31][cH:32][cH:33]1.[K+:17].[K+:18].[K+:19].[P:12]([O-:13])([O-:14])([O-:15])=[O:16]>>[C:1]([CH3:2])([CH3:3])([CH3:4])[c:5]1[cH:6][cH:7][c:8]([CH2:20][CH2:21][CH2:22][CH3:23])[cH:9][cH:10]1. Starting materials: OC=1C=C2C=CC(NC2=CC1)=O (6-Hydroxycarbostyril), P(=O)(Cl)(Cl)Cl (phosphorus oxychloride), ice water. The solvent is C(Cl)(Cl)Cl (chloroform). Product: Cl.ClC1=NC2=CC=C(C=C2C=C1)O (2-chloro-6-hydroxyquinoline hydrochloride). Reaction SMILES: [OH:1][C:2]1[CH:3]=[C:4]2[C:9](=[CH:10][CH:11]=1)[NH:8][C:7](=O)[CH:6]=[CH:5]2.P(Cl)(Cl)([Cl:15])=O>C(Cl)(Cl)Cl>[ClH:15].[Cl:15][C:7]1[CH:6]=[CH:5][C:4]2[C:9](=[CH:10][CH:11]=[C:2]([OH:1])[CH:3]=2)[N:8]=1 |f:3.4|. Procedure: 6-Hydroxycarbostyril (100 g) is added into phosphorus oxychloride (500 ml), and the mixture is refluxed for 5 hours. The mixture is concentrated under reduced pressure to remove the phosphorus oxychloride, and the residue thus obtained is dissolved in a small amount of chloroform, and then the mixture is poured into ice-water. The precipitated crystals are collected by filtration, washed successively with water, acetone and n-hexane, and dried to give 2-chloro-6-hydroxyquinoline hydrochloride (1... Starting materials: II (iodine), [Cl-].[NH4+] (ammonium chloride), C(C)(C)[N-]C(C)C.[Li+] (lithium diisopropylamide), COC1=CC=C(C=N1)C#N (6-methoxypyridine-3-carbonitrile). Solvent: C1CCOC1 (THF), C(C)(=O)OCC (ethyl acetate), C1CCOC1 (THF). Run at temperature -78 celsius, time 1 hour. Yields the product IC1=C(C=NC(=C1)OC)C#N (4-Iodo-6-methoxypyridine-3-carbonitrile). RXN SMILES: C([N-]C(C)C)(C)C.[Li+].[CH3:9][O:10][C:11]1[N:16]=[CH:15][C:14]([C:17]#[N:18])=[CH:13][CH:12]=1.[I:19]I.[Cl-].[NH4+]>C1COCC1.C(OCC)(=O)C>[I:19][C:13]1[CH:12]=[C:11]([O:10][CH3:9])[N:16]=[CH:15][C:14]=1[C:17]#[N:18] |f:0.1,4.5|. Procedure details: At −78° C., 19.4 ml of lithium diisopropylamide (2 molar in THF/heptane/ethylbenzene, 1.3 eq.) were added to a solution of 4.0 g (29.8 mmol) of 6-methoxypyridine-3-carbonitrile in 120 ml of THF, and the mixture was stirred at −78° C. for 1 h. At −78° C., a solution of 9.1 g (35.8 mmol) of iodine in 20 ml of THF was then added, and the reaction mixture was stirred at −78° C. for 1 h and then carefully added to saturated aqueous ammonium chloride solution. After addition of ethyl acetate, the reac...